This data is from the Open Reaction Database (ORD), a public repository of structured organic reaction records. The task is: describe an organic reaction: reactants, conditions, products, and yield The reactants are C(C1=CC=CC=C1)NC1=C2N=CN(C2=NC(=N1)F)C(C)C (benzyl-(2-fluoro-9-isopropyl-9H-purin-6-yl)-amine), CS(=O)C (DMSO), N[C@@H]([C@H](C)O)CC ((2S,3R)-3-amino-pentan-2-ol). Run in C(Cl)Cl.CCOCC.CO (CH2Cl2 Et2O MeOH). Run at time 72 hour. Product: C(C1=CC=CC=C1)NC1=C2N=CN(C2=NC(=N1)N[C@@H]([C@H](C)O)CC)C(C)C ((2S, 3R)-3-(6-Benzylamino-9-isopropyl-9H-purin-2-ylamino)-pentan-2-ol). Isolated yield 42.6%. As a reaction SMILES: [CH2:1]([NH:8][C:9]1[N:17]=[C:16](F)[N:15]=[C:14]2[C:10]=1[N:11]=[CH:12][N:13]2[CH:19]([CH3:21])[CH3:20])[C:2]1[CH:7]=[CH:6][CH:5]=[CH:4][CH:3]=1.CS(C)=O.[NH2:26][C@H:27]([CH2:31][CH3:32])[C@@H:28]([OH:30])[CH3:29]>C(Cl)Cl.CCOCC.CO>[CH2:1]([NH:8][C:9]1[N:17]=[C:16]([NH:26][C@H:27]([CH2:31][CH3:32])[C@@H:28]([OH:30])[CH3:29])[N:15]=[C:14]2[C:10]=1[N:11]=[CH:12][N:13]2[CH:19]([CH3:21])[CH3:20])[C:2]1[CH:7]=[CH:6][CH:5]=[CH:4][CH:3]=1 |f:3.4.5|. Procedure details: To a stirred solution of benzyl-(2-fluoro-9-isopropyl-9H-purin-6-yl)-amine (0.20 g, 0.70 mmol) in BunOH/DMSO (5 mL, 4:1) at RT under Ar was added Pri2NEt (1.2 mL, 6.88 mmol) followed by (2S,3R)-3-amino-pentan-2-ol (0.18 g, 1.74 mmol). The reaction mixture was placed in a preheated oil bath at 140° C. and stirred at this temperature for 72 h, when TLC (55:40:5, CH2Cl2/Et2O/MeOH) indicated that the reaction had gone to completion. The reaction mixture was allowed to cool to RT and the solvent was ...